This data is from the Open Reaction Database (ORD), a public repository of structured organic reaction records. The task is: describe an organic reaction: reactants, conditions, products, and yield Starting materials: Aqueous solution, [OH-].[Na+] (sodium hydroxide), O1CCSC=C1C(C(=O)OCC)=NOCC=C (ethyl 2-(2,3-dihydro-1,4-oxathiin-6-yl)-2-allyloxyiminoacetate). Run in CO (methanol). Conditions: time 22 hour. Product: O1CCSC=C1C(C(=O)O)=NOCC=C (2-(2,3-dihydro-1,4-oxathiin-6-yl)-2-allyloxyiminoacetic acid). Isolated yield 62.4%. As a reaction SMILES: [OH-].[Na+].[O:3]1[C:8]([C:9](=[N:15][O:16][CH2:17][CH:18]=[CH2:19])[C:10]([O:12]CC)=[O:11])=[CH:7][S:6][CH2:5][CH2:4]1>CO>[O:3]1[C:8]([C:9](=[N:15][O:16][CH2:17][CH:18]=[CH2:19])[C:10]([OH:12])=[O:11])=[CH:7][S:6][CH2:5][CH2:4]1 |f:0.1|. Procedure details: 1N Aqueous solution of sodium hydroxide (1.22 ml.) was added to a solution of ethyl 2-(2,3-dihydro-1,4-oxathiin-6-yl)-2-allyloxyiminoacetate (0.90 g.) in methanol (9 ml.) and stirred at room temperature for 22 hours. After removing methanol from the solution, the residue was dissolved in water (20 ml.). The solution was adjusted to pH 7.0 with conc.hydrochloric acid, washed with ethyl acetate (20 ml.), adjusted to pH 1.5 with conc.hydrochloric acid and extracted with ethyl acetate (50 ml.). The ... Yield: 68.3%. Reagents/catalysts: [Fe](Cl)(Cl)Cl (iron (III) chloride). Reported procedure: To 230 mL of anhydrous tetrahydrofuran (THF) cooled to −60° C. was added 9.36 g of n-butyl lithium (0.123 mol, 10 M solution in hexanes). The resulting yellow solution was stirred for 10 min and then 23.06 g of neat 3-bromoanisole (0.34 mol) was added dropwise with stirring. The resulting white suspension was stirred for 15 min. To the white suspension was then added dropwise, over a 4 hour period, a solution of 19.14 g of (±) 2-((dimethylamino)methyl)cyclohexanone (0.123 mol) and 400 mg of iron... Yields the product CN(C)CC1CCCCC1(C2=CC=CC(=C2)OC)O (Tramadol). Conditions: time 10 minute. The solvent is O1CCCC1 (THF), O1CCCC1 (tetrahydrofuran). As a reaction SMILES: C([Li])CCC.Br[C:7]1[CH:8]=[C:9]([O:13][CH3:14])[CH:10]=[CH:11][CH:12]=1.[CH3:15][N:16]([CH2:18][CH:19]1[CH2:24][CH2:23][CH2:22][CH2:21][C:20]1=[O:25])[CH3:17]>O1CCCC1.[Fe](Cl)(Cl)Cl>[CH3:17][N:16]([CH2:18][CH:19]1[C:20]([OH:25])([C:7]2[CH:8]=[C:9]([O:13][CH3:14])[CH:10]=[CH:11][CH:12]=2)[CH2:21][CH2:22][CH2:23][CH2:24]1)[CH3:15]. Starting materials: C(CCC)[Li] (n-butyl lithium), BrC=1C=C(C=CC1)OC (3-bromoanisole), CN(C)CC1C(CCCC1)=O ((±) 2-((dimethylamino)methyl)cyclohexanone). Starting materials: C1CCOC1 (THF), ClC1=C2NC=NC2=NC=N1 (6-chloropurine), C1(=CC=CC=C1)CCO (2-Phenylethanol), [Na] (sodium), [Na] (sodium). Run in C(C)(=O)O (acetic acid). Conditions: temperature 60 celsius. Yields the product C1(=CC=CC=C1)CCOC1=C2NC=NC2=NC=N1 (6-(2-Phenylethyloxy)purine). The yield is 62.0%. As a reaction SMILES: [C:1]1([CH2:7][CH2:8][OH:9])[CH:6]=[CH:5][CH:4]=[CH:3][CH:2]=1.[Na].C1COCC1.Cl[C:17]1[N:25]=[CH:24][N:23]=[C:22]2[C:18]=1[NH:19][CH:20]=[N:21]2>C(O)(=O)C>[C:1]1([CH2:7][CH2:8][O:9][C:17]2[N:25]=[CH:24][N:23]=[C:22]3[C:18]=2[NH:19][CH:20]=[N:21]3)[CH:6]=[CH:5][CH:4]=[CH:3][CH:2]=1 |^1:9|. Procedure details: 2-Phenylethanol (13 ml) was stirred under nitrogen and sodium (0.75 g, 32.36 mmol) was added. The reaction was heated to 60° C. When no sodium remained, anhydrous THF (18 ml) and 6-chloropurine (1.0 g, 6.47 mmol) were added. After refluxing under nitrogen for 5 h, the reaction mixture was allowed cool to room temperature and neutralised with glacial acetic acid. The THF was removed and the remaining alcohol was removed in vacuo. The product was recrystallised from ethanol and isolated as a white... Product: OC1CN(CC1)CCCC=1NC(C2=CC=CC(=C2C1)C)=O (3-[3-(3-hydroxypyrrolidin-1-yl)propyl]-5-methyl-2H-isoquinolin-1-one). Procedure details: By the reaction in the same manner as in Example 1a, using N,N-dimethyl-2,3-dimethylbenzamide (2.00 g) and 4-(3-hydroxypyrrolidin-1-yl)butyronitrile (0.8 g), 3-[3-(3-hydroxypyrrolidin-1-yl)propyl]-5-methyl-2H-isoquinolin-1-one (157.5 mg) was obtained. The yield is 10.6%. Reaction SMILES: C[N:2]([CH3:13])[C:3](=[O:12])[C:4]1[CH:9]=[CH:8][CH:7]=[C:6]([CH3:10])[C:5]=1[CH3:11].[OH:14][CH:15]1[CH2:19][CH2:18][N:17]([CH2:20][CH2:21][CH2:22]C#N)[CH2:16]1>>[OH:14][CH:15]1[CH2:19][CH2:18][N:17]([CH2:20][CH2:21][CH2:22][C:13]2[NH:2][C:3](=[O:12])[C:4]3[C:5]([CH:11]=2)=[C:6]([CH3:10])[CH:7]=[CH:8][CH:9]=3)[CH2:16]1. Starting materials: CN(C(C1=C(C(=CC=C1)C)C)=O)C (N,N-dimethyl-2,3-dimethylbenzamide), OC1CN(CC1)CCCC#N (4-(3-hydroxypyrrolidin-1-yl)butyronitrile). Reactants: CC(C)(C)[Si](C)(C)C#Cc1cc(C(N)=O)c(Nc2cccc(CN3CCOCC3)n2)s1, CCCC[N+](CCCC)(CCCC)CCCC, C1CCOC1, [F-], O. The product is C#Cc1cc(C(N)=O)c(Nc2cccc(CN3CCOCC3)n2)s1. RXN SMILES: [C:1]([Si:2]([CH3:3])([CH3:4])[C:8]#[C:9][c:10]1[cH:11][c:12]([C:29](=[O:30])[NH2:31])[c:13]([NH:15][c:16]2[n:17][c:18]([CH2:22][N:23]3[CH2:24][CH2:25][O:26][CH2:27][CH2:28]3)[cH:19][cH:20][cH:21]2)[s:14]1)([CH3:5])([CH3:6])[CH3:7].[CH2:33]([N+:34]([CH2:35][CH2:36][CH2:37][CH3:38])([CH2:39][CH2:40][CH2:41][CH3:42])[CH2:43][CH2:44][CH2:45][CH3:46])[CH2:47][CH2:48][CH3:49].[CH2:50]1[O:51][CH2:52][CH2:53][CH2:54]1.[F-:32].[OH2:55]>>[CH:8]#[C:9][c:10]1[cH:11][c:12]([C:29](=[O:30])[NH2:31])[c:13]([NH:15][c:16]2[n:17][c:18]([CH2:22][N:23]3[CH2:24][CH2:25][O:26][CH2:27][CH2:28]3)[cH:19][cH:20][cH:21]2)[s:14]1. Reactants: O=Cc1cccc([N+](=O)[O-])c1, O, OCCO, Cc1ccc(S(=O)(=O)O)cc1, c1ccccc1. The product is O=[N+]([O-])c1cccc(C2OCCO2)c1. Reaction SMILES: [N+:1](=[O:2])([O-:3])[c:4]1[cH:5][c:6]([CH:7]=[O:8])[cH:9][cH:10][cH:11]1.[OH2:33].[OH:12][CH2:13][CH2:14][OH:15].[c:16]1([CH3:17])[cH:18][cH:19][c:20]([S:21]([OH:22])(=[O:23])=[O:24])[cH:25][cH:26]1.[cH:27]1[cH:28][cH:29][cH:30][cH:31][cH:32]1>>[N+:1](=[O:2])([O-:3])[c:4]1[cH:5][c:6]([CH:7]2[O:8][CH2:14][CH2:13][O:12]2)[cH:9][cH:10][cH:11]1. The reactants are Cl, C#Cc1cc(CN)cc(F)c1NS(C)(=O)=O, O=C(O)C=Cc1ccc(C(F)(F)F)nc1-c1cccnc1. As a reaction SMILES: [ClH:17].[NH2:1][CH2:2][c:3]1[cH:4][c:5]([C:15]#[CH:16])[c:6]([NH:10][S:11](=[O:12])(=[O:13])[CH3:14])[c:7]([F:9])[cH:8]1.[n:18]1[cH:19][c:20](-[c:24]2[n:25][c:26]([C:35]([F:36])([F:37])[F:38])[cH:27][cH:28][c:29]2[CH:30]=[CH:31][C:32](=[O:33])[OH:34])[cH:21][cH:22][cH:23]1>>[NH:1]([CH2:2][c:3]1[cH:4][c:5]([C:15]#[CH:16])[c:6]([NH:10][S:11](=[O:12])(=[O:13])[CH3:14])[c:7]([F:9])[cH:8]1)[C:32]([CH:31]=[CH:30][c:29]1[c:24](-[c:20]2[cH:19][n:18][cH:23][cH:22][cH:21]2)[n:25][c:26]([C:35]([F:36])([F:37])[F:38])[cH:27][cH:28]1)=[O:33]. Product: C#Cc1cc(CNC(=O)C=Cc2ccc(C(F)(F)F)nc2-c2cccnc2)cc(F)c1NS(C)(=O)=O.